This data is from the Open Reaction Database (ORD), a public repository of structured organic reaction records. The task is: describe an organic reaction: reactants, conditions, products, and yield Starting materials: O=C(O)c1ccc2c(c1)OCCO2, O=S(Cl)Cl, c1ccccc1. Yields the product O=C(Cl)c1ccc2c(c1)OCCO2. As a reaction SMILES: [O:1]1[CH2:2][CH2:3][O:4][c:5]2[c:6]1[cH:7][cH:8][c:9]([C:11](=[O:12])[OH:13])[cH:10]2.[S:14]([Cl:15])([Cl:16])=[O:17].[cH:18]1[cH:19][cH:20][cH:21][cH:22][cH:23]1>>[O:1]1[CH2:2][CH2:3][O:4][c:5]2[c:6]1[cH:7][cH:8][c:9]([C:11](=[O:13])[Cl:16])[cH:10]2. The reactants are [Li]CCCC, [Cl-], ClC[P+](c1ccccc1)(c1ccccc1)c1ccccc1, O=C1C=Cc2ccccc2OC1, C1CCOC1. The product is ClC=C1C=Cc2ccccc2OC1. As a reaction SMILES: [CH2:1]([Li:2])[CH2:3][CH2:4][CH3:5].[Cl-:6].[Cl:7][CH2:8][P+:9]([c:10]1[cH:11][cH:12][cH:13][cH:14][cH:15]1)([c:16]1[cH:17][cH:18][cH:19][cH:20][cH:21]1)[c:22]1[cH:23][cH:24][cH:25][cH:26][cH:27]1.[O:28]1[CH2:29][C:30](=[O:39])[CH:31]=[CH:32][c:33]2[c:34]1[cH:35][cH:36][cH:37][cH:38]2.[O:40]1[CH2:41][CH2:42][CH2:43][CH2:44]1>>[Cl:7][CH:8]=[C:30]1[CH2:29][O:28][c:34]2[c:33]([cH:38][cH:37][cH:36][cH:35]2)[CH:32]=[CH:31]1.